The task is: describe an organic reaction: reactants, conditions, products, and yield. This data is from the Open Reaction Database (ORD), a public repository of structured organic reaction records. Starting materials: C(C)[O-].[Na+] (Sodium ethanolate), [Cl-].FC1=CC=C(C[P+](C2=CC=CC=C2)(C2=CC=CC=C2)C2=CC=CC=C2)C=C1 (4-fluorobenzyl triphenylphosphonium chloride), C(C)(=O)OCC.CCCCCC (ethyl acetate hexane), C(CCC(=O)C)(=O)OCC (Ethyl levulinate). The solvent is C(C)O (ethanol). Run at time 45 minute. The product is C(C)OC(CCC(=CC1=CC=C(C=C1)F)C)=O (5-(4-fluoro-phenyl)-4-methyl-pent-4-enoic acid ethyl ester). As a reaction SMILES: C([O-])C.[Na+].[Cl-].[F:6][C:7]1[CH:32]=[CH:31][C:10]([CH2:11][P+](C2C=CC=CC=2)(C2C=CC=CC=2)C2C=CC=CC=2)=[CH:9][CH:8]=1.[C:33]([O:40][CH2:41][CH3:42])(=[O:39])[CH2:34][CH2:35][C:36]([CH3:38])=O.C(OCC)(=O)C.CCCCCC>C(O)C>[CH2:41]([O:40][C:33](=[O:39])[CH2:34][CH2:35][C:36]([CH3:38])=[CH:11][C:10]1[CH:9]=[CH:8][C:7]([F:6])=[CH:32][CH:31]=1)[CH3:42] |f:0.1,2.3,5.6|. Procedure details: Sodium ethanolate (0.836 g, 12 mmol) was added under cooling (0° C.) to a solution of 4-fluorobenzyl triphenylphosphonium chloride ([3462-95-1], 5.00 g, 12 mmol) in ethanol, and the mixture was stirred for 45min at r.t. Ethyl levulinate ([539-88-8], 1.77 g, 12 mmol) was added, and the light-orange mixture was refluxed (36 h). After the usual workup, 5-(4-fluoro-phenyl)-4-methyl-pent-4-enoic acid ethyl ester was obtained by column chromatography (silica gel, ethyl acetate/hexane) from the reactio... Reactants: CN1CCC(C2=CC=CC=C12)CN (1-(1-methyl-1,2,3,4-tetrahydroquinolin-4-yl)methanamine), FC1=C(C(=O)O)C=CN=C1 (3-fluoroisonicotinic acid). Yields the product CN1CCC(C2=CC=CC=C12)CNC1=NC=CC(=C1)C(=O)O ({[(1-methyl-1,2,3,4-tetrahydroquinolin-4-yl)methyl]amino}pyridine-4-carboxylic acid). Isolated yield 18.0%. Reaction SMILES: [CH3:1][N:2]1[C:11]2[C:6](=[CH:7][CH:8]=[CH:9][CH:10]=2)[CH:5]([CH2:12][NH2:13])[CH2:4][CH2:3]1.F[C:15]1[CH:23]=[N:22][CH:21]=[CH:20][C:16]=1[C:17]([OH:19])=[O:18]>>[CH3:1][N:2]1[C:11]2[C:6](=[CH:7][CH:8]=[CH:9][CH:10]=2)[CH:5]([CH2:12][NH:13][C:21]2[CH:20]=[C:16]([C:17]([OH:19])=[O:18])[CH:15]=[CH:23][N:22]=2)[CH2:4][CH2:3]1. Reported procedure: The title compound was prepared in 18% yield from 1-(1-methyl-1,2,3,4-tetrahydroquinolin-4-yl)methanamine and 3-fluoroisonicotinic acid according to the procedure for the preparation of Example 53. 1H NMR (400 MHz, DMSO-d6): δ 13.36 (br s, 1H), 8.35 (s, 1H), 7.83 (d, 1H, J=5.0 Hz), 7.72 (br s, 1H), 7.56 (d, 1H, J=5.0 Hz), 7.01-7.08 (m, 2H), 6.52-6.62 (m, 2H), 3.45-3.51 (m, 2H), 3.04-3.32 (m, 3H), 2.85 (s, 3H), 1.89-1.95 (m, 2H). [M+H] calc'd for C17H19N3O2, 298; found 298. Starting materials: N1=CC=CC=C1 (pyridine), COC(=C)C (2-methoxypropene), poly-4-hydroxystyrene, O1CCOCC1 (1,4-dioxane), C1(=CC=C(C=C1)S(=O)(=O)O)C (4-toluenesulfonic acid). Reaction conditions: time 24 hour. Product: COC(C)(OC1=CC=C(C=C)C=C1)C.COC(C)(OC=CC1CCCCC1)C.OC1=CC=C(C=C)C=C1.C(=C)C1CCC(CC1)O (4-(1-methoxy-1-methylethoxy)styrene 4-(1-methoxy-1-methylethoxy)vinylcyclohexane 4-hydroxystyrene 4-vinylcyclohexanol). RXN SMILES: [CH3:1][O:2][C:3]([CH3:5])=[CH2:4].[C:6]1([CH3:16])[CH:11]=[CH:10][C:9](S(O)(=O)=O)=[CH:8][CH:7]=1.N1C=CC=CC=1.[O:23]1[CH2:28][CH2:27]OC[CH2:24]1>>[CH3:1][O:2][C:3]([CH3:5])([O:23][C:28]1[CH:27]=[CH:16][C:6]([CH:11]=[CH2:10])=[CH:7][CH:8]=1)[CH3:4].[CH3:1][O:2][C:3]([CH3:5])([O:23][CH:24]=[CH:16][CH:6]1[CH2:11][CH2:10][CH2:9][CH2:8][CH2:7]1)[CH3:4].[OH:2][C:3]1[CH:5]=[CH:16][C:6]([CH:7]=[CH2:8])=[CH:11][CH:4]=1.[CH:7]([CH:6]1[CH2:16][CH2:5][CH:3]([OH:2])[CH2:4][CH2:11]1)=[CH2:8] |f:4.5.6.7|. Procedure details: 24.0 g of 2-methoxypropene are slowly added dropwise at 10° C. to a solution of 20.0 g of partially hydrogenated poly-4-hydroxystyrene (Maruka Lyncur PHM-C, content of cycloaliphatic structural units about 10 mol %), a catalytic quantity of 4-toluenesulfonic acid and a catalytic quantity of pyridine in 140 ml of 1,4-dioxane. The reaction mixture is stirred at room temperature for 24 h; the reaction solution is subsequently eluted slowly through a column into which 50.0 g of a strongly basic macr... The reactants are O=C([O-])[O-], NC(=O)c1cc(C(=O)CN(Cc2ccccc2)Cc2ccccc2)ccc1O, CI, CCC(C)=O, [K+], [K+]. Product: COc1ccc(C(=O)CN(Cc2ccccc2)Cc2ccccc2)cc1C(N)=O. Reaction SMILES: [C:31](=[O:32])([O-:33])[O-:34].[CH2:1]([c:2]1[cH:3][cH:4][cH:5][cH:6][cH:7]1)[N:8]([CH2:9][C:10](=[O:11])[c:12]1[cH:13][cH:14][c:15]([OH:21])[c:16]([C:17](=[O:18])[NH2:19])[cH:20]1)[CH2:22][c:23]1[cH:24][cH:25][cH:26][cH:27][cH:28]1.[CH3:29][I:30].[CH3:37][C:38]([CH2:39][CH3:40])=[O:41].[K+:35].[K+:36]>>[CH2:1]([c:2]1[cH:3][cH:4][cH:5][cH:6][cH:7]1)[N:8]([CH2:9][C:10](=[O:11])[c:12]1[cH:13][cH:14][c:15]([O:21][CH3:31])[c:16]([C:17](=[O:18])[NH2:19])[cH:20]1)[CH2:22][c:23]1[cH:24][cH:25][cH:26][cH:27][cH:28]1.